This data is from the Open Reaction Database (ORD), a public repository of structured organic reaction records. The task is: describe an organic reaction: reactants, conditions, products, and yield The reactants are COC(=O)CC(NS(=O)C(C)(C)C)(c1cccc(OC(F)(F)F)c1)c1cccc(OC(F)(F)F)c1, CO, CCOC(C)=O, N, OCCO. Product: CC(C)(C)S(=O)NC(CC(N)=O)(c1cccc(OC(F)(F)F)c1)c1cccc(OC(F)(F)F)c1. As a reaction SMILES: [CH3:1][O:2][C:3]([CH2:4][C:5]([c:6]1[cH:7][c:8]([O:12][C:13]([F:14])([F:15])[F:16])[cH:9][cH:10][cH:11]1)([c:17]1[cH:18][c:19]([O:23][C:24]([F:25])([F:26])[F:27])[cH:20][cH:21][cH:22]1)[NH:28][S:29](=[O:30])[C:31]([CH3:32])([CH3:33])[CH3:34])=[O:35].[CH3:36][OH:37].[CH3:43][CH2:44][O:45][C:46]([CH3:47])=[O:48].[NH3:38].[OH:39][CH2:40][CH2:41][OH:42]>>[O:2]=[C:3]([CH2:4][C:5]([c:6]1[cH:7][c:8]([O:12][C:13]([F:14])([F:15])[F:16])[cH:9][cH:10][cH:11]1)([c:17]1[cH:18][c:19]([O:23][C:24]([F:25])([F:26])[F:27])[cH:20][cH:21][cH:22]1)[NH:28][S:29](=[O:30])[C:31]([CH3:32])([CH3:33])[CH3:34])[NH2:38]. The reactants are CSc1ccc2ccc(Br)cc2c1, O=C=O, C1CCOC1, [Li]CCCC. The product is CSc1ccc2ccc(C(=O)O)cc2c1. RXN SMILES: [Br:1][c:2]1[cH:3][c:4]2[cH:5][c:6]([S:12][CH3:13])[cH:7][cH:8][c:9]2[cH:10][cH:11]1.[C:19](=[O:20])=[O:21].[CH2:22]1[O:23][CH2:24][CH2:25][CH2:26]1.[CH3:14][CH2:15][CH2:16][CH2:17][Li:18]>>[c:2]1([C:19](=[O:20])[OH:21])[cH:3][c:4]2[cH:5][c:6]([S:12][CH3:13])[cH:7][cH:8][c:9]2[cH:10][cH:11]1. Starting materials: C1(=CC=CC=C1)CN1CCC(CC1)C1=CC=C(C=C1)NC(=O)C=1C(=CC=CC1)C1=CC=C(C=C1)C(F)(F)F (N-[4-[1-(phenylmethyl)-4-piperidinyl]phenyl]-4′-(trifluoromethyl)-[1,1′-biphenyl]-2-carboxamide), CO (methanol), [H][H] (hydrogen). Reagents/catalysts: [Pd] (Pd/C). The product is C(C)(=O)O.N1CCC(CC1)C1=CC=C(C=C1)NC(=O)C=1C(=CC=CC1)C1=CC=C(C=C1)C(F)(F)F (N-[4-(4-piperidinyl)phenyl]-4′-(trifluoromethyl)-[1,1′-biphenyl]-2-carboxamide acetate). Reaction SMILES: C1(C[N:8]2[CH2:13][CH2:12][CH:11]([C:14]3[CH:19]=[CH:18][C:17]([NH:20][C:21]([C:23]4[C:24]([C:29]5[CH:34]=[CH:33][C:32]([C:35]([F:38])([F:37])[F:36])=[CH:31][CH:30]=5)=[CH:25][CH:26]=[CH:27][CH:28]=4)=[O:22])=[CH:16][CH:15]=3)[CH2:10][CH2:9]2)C=CC=CC=1.[H][H].C[OH:42]>[Pd]>[C:21]([OH:42])(=[O:22])[CH3:23].[NH:8]1[CH2:13][CH2:12][CH:11]([C:14]2[CH:19]=[CH:18][C:17]([NH:20][C:21]([C:23]3[C:24]([C:29]4[CH:30]=[CH:31][C:32]([C:35]([F:36])([F:37])[F:38])=[CH:33][CH:34]=4)=[CH:25][CH:26]=[CH:27][CH:28]=3)=[O:22])=[CH:16][CH:15]=2)[CH2:10][CH2:9]1 |f:4.5|. Reported procedure: A mixture of intermediate (7) (0.025 mole) in methanol (250 ml) was hydrogenated at 50° C. overnight with Pd/C 10% (2 g) as a catalyst. After uptake of hydrogen (1 equivalent), the catalyst was filtered off and the filtrate was evaporated. The residue was triturated in DIPE. The precipitate was filtered off and dried. A part (0.2 g) of this fraction was purified by high performance liquid chromatography over RP-18 (eluent: (NH4OAc 0.5%/CH3CN 90/10)/CH3OH/CH3CN 75/25/0, 0/50/50, 0/0/100 and 75/25... The reactants are C(=O)(OC(C)(C)C)NCC=1C=C(C=CC1)NC(=C(C#N)C#N)SC (3-[3-(N-Boc-aminomethyl)-phenylamino]-2-cyano-3-methylmercapto-acrylonitrile), O.NN (hydrazine hydrate). Run in CO (methanol). Product: NC1=C(C(=NN1)NC1=CC(=CC=C1)CNC(=O)OC(C)(C)C)C#N (5-amino-[3(N-Boc-aminomethyl)-phenylamino]4-cyano-pyrazole). RXN SMILES: [C:1]([NH:8][CH2:9][C:10]1[CH:11]=[C:12]([NH:16][C:17](SC)=[C:18]([C:21]#[N:22])[C:19]#[N:20])[CH:13]=[CH:14][CH:15]=1)([O:3][C:4]([CH3:7])([CH3:6])[CH3:5])=[O:2].O.[NH2:26][NH2:27]>CO>[NH2:20][C:19]1[NH:27][N:26]=[C:17]([NH:16][C:12]2[CH:13]=[CH:14][CH:15]=[C:10]([CH2:9][NH:8][C:1]([O:3][C:4]([CH3:7])([CH3:6])[CH3:5])=[O:2])[CH:11]=2)[C:18]=1[C:21]#[N:22] |f:1.2|. Procedure details: A mixture of 145.4 g (422 mmol) of 3-[3-(N-Boc-aminomethyl)-phenylamino]-2-cyano-3-methylmercapto-acrylonitrile, 21.96 ml (443 mmol) of hydrazine hydrate and 1000 ml of methanol is heated under reflux for 2 hours and then concentrated by evaporation in vacuo, yielding 5-amino-[3(N-Boc-aminomethyl)-phenylamino]4-cyano-pyrazole; TLC-Rf=0.28 (methylene chloride/methanol [9:1]). The reactants are IC=1C(=NN(C1)[C@@H]1CC[C@H](CC1)C(=O)OCC)C (ethyl trans-4-(4-iodo-3-methyl-1H-pyrazol-1-yl)cyclohexanecarboxylate), C1CCOC1 (THF), C(C)(C)[Mg]Cl (isopropylmagnesium chloride), C1CCOC1 (THF), COB1OC(C(O1)(C)C)(C)C (2-Methoxy-4,4,5,5-tetramethyl-1,3,2-dioxaborolane). Conditions: time 30 minute. The product is CC1=NN(C=C1B1OC(C(O1)(C)C)(C)C)[C@@H]1CC[C@H](CC1)C(=O)OCC (Ethyl trans-4-[3-methyl-4-(4,4,5,5-tetramethyl-1,3,2-dioxaborolan-2-yl)-1H-pyrazol-1-yl]cyclohexanecarboxylate). RXN SMILES: I[C:2]1[C:3]([CH3:18])=[N:4][N:5]([C@H:7]2[CH2:12][CH2:11][C@H:10]([C:13]([O:15][CH2:16][CH3:17])=[O:14])[CH2:9][CH2:8]2)[CH:6]=1.C1COCC1.C([Mg]Cl)(C)C.CO[B:31]1[O:35][C:34]([CH3:37])([CH3:36])[C:33]([CH3:39])([CH3:38])[O:32]1>>[CH3:18][C:3]1[C:2]([B:31]2[O:35][C:34]([CH3:37])([CH3:36])[C:33]([CH3:39])([CH3:38])[O:32]2)=[CH:6][N:5]([C@H:7]2[CH2:12][CH2:11][C@H:10]([C:13]([O:15][CH2:16][CH3:17])=[O:14])[CH2:9][CH2:8]2)[N:4]=1. Procedure: To a solution of ethyl trans-4-(4-iodo-3-methyl-1H-pyrazol-1-yl)cyclohexanecarboxylate (120.0 mg, 0.3313 mmol) in THF (6 mL, 80 mmol) was added 2 M isopropylmagnesium chloride in THF (0.66 mL, 1.3 mmol) at rt, and the mixture was stirred for 30 min. 2-Methoxy-4,4,5,5-tetramethyl-1,3,2-dioxaborolane (0.27 mL, 1.7 mmol) was added, and the mixture stirred at rt for 2 h. The reaction was quenched with sat. NH4Cl, and the organic solvent was removed in vacuo. The material was extracted with DCM and w... Starting materials: Cc1ccccc1, Cc1cc(C#CCO)ccc1Cl. The product is Cc1cc(CCCO)ccc1Cl. RXN SMILES: [CH3:13][c:14]1[cH:15][cH:16][cH:17][cH:18][cH:19]1.[Cl:1][c:2]1[c:3]([CH3:12])[cH:4][c:5]([C:8]#[C:9][CH2:10][OH:11])[cH:6][cH:7]1>>[Cl:1][c:2]1[c:3]([CH3:12])[cH:4][c:5]([CH2:8][CH2:9][CH2:10][OH:11])[cH:6][cH:7]1. Starting materials: CC(=O)O, C1CCOC1, CO, COC(=O)C(C)(C)Cc1c(SC(C)(C)C)c2cc(OCc3ccc4cnccc4n3)ccc2n1Cc1ccc(Cl)cc1, [Li+], [OH-], O. The product is CC(C)(C)Sc1c(CC(C)(C)C(=O)O)n(Cc2ccc(Cl)cc2)c2ccc(OCc3ccc4cnccc4n3)cc12. Reaction SMILES: [C:47]([OH:48])(=[O:49])[CH3:50].[CH2:51]1[O:52][CH2:53][CH2:54][CH2:55]1.[CH3:43][OH:44].[Cl:1][c:2]1[cH:3][cH:4][c:5]([CH2:6][n:7]2[c:8]([CH2:33][C:34]([C:35](=[O:36])[O:37][CH3:38])([CH3:39])[CH3:40])[c:9]([S:28][C:29]([CH3:30])([CH3:31])[CH3:32])[c:10]3[cH:11][c:12]([O:16][CH2:17][c:18]4[n:19][c:20]5[cH:21][cH:22][n:23][cH:24][c:25]5[cH:26][cH:27]4)[cH:13][cH:14][c:15]23)[cH:41][cH:42]1.[Li+:46].[OH-:45].[OH2:56]>>[Cl:1][c:2]1[cH:3][cH:4][c:5]([CH2:6][n:7]2[c:8]([CH2:33][C:34]([C:35](=[O:36])[OH:37])([CH3:39])[CH3:40])[c:9]([S:28][C:29]([CH3:30])([CH3:31])[CH3:32])[c:10]3[cH:11][c:12]([O:16][CH2:17][c:18]4[n:19][c:20]5[cH:21][cH:22][n:23][cH:24][c:25]5[cH:26][cH:27]4)[cH:13][cH:14][c:15]23)[cH:41][cH:42]1.